Dataset: the Open Reaction Database (ORD), a public repository of structured organic reaction records. Task: describe an organic reaction: reactants, conditions, products, and yield The reactants are C1=CC2=C(N=C1)N(N=N2)O (HOAT), CN1CCOCC1 (N-methylmorpholine), ice water, ClC=1C=C(C=2C=NN(C2C1)C(C)C)C(=O)O (6-chloro-1-(1-methylethyl)-1H-indazole-4-carboxylic acid), NCC=1C(NC(=CC1CCC)C)=O (3-(aminomethyl)-6-methyl-4-propyl-2(1H)-pyridinone), ON1N=NC2=C1N=CC=C2 (1-hydroxy-7-azabenzotriazole). Solvent: C(CCl)Cl (EDC), CS(=O)C (DMSO), C(CCl)Cl (EDC). Conditions: time 6 hour. The product is solid, ClC=1C=C(C=2C=NN(C2C1)C(C)C)C(=O)NCC=1C(NC(=CC1CCC)C)=O (6-chloro-1-(1-methylethyl)-N-[(6-methyl-2-oxo-4-propyl-1,2-dihydro-3-pyridinyl)methyl]-1H-indazole-4-carboxamide). Yield: 93.0%. Reaction SMILES: [Cl:1][C:2]1[CH:3]=[C:4]([C:14]([OH:16])=O)[C:5]2[CH:6]=[N:7][N:8]([CH:11]([CH3:13])[CH3:12])[C:9]=2[CH:10]=1.[NH2:17][CH2:18][C:19]1[C:20](=[O:29])[NH:21][C:22]([CH3:28])=[CH:23][C:24]=1[CH2:25][CH2:26][CH3:27].ON1C2N=CC=CC=2N=N1.CN1CCOCC1>C(Cl)CCl.CS(C)=O>[Cl:1][C:2]1[CH:3]=[C:4]([C:14]([NH:17][CH2:18][C:19]2[C:20](=[O:29])[NH:21][C:22]([CH3:28])=[CH:23][C:24]=2[CH2:25][CH2:26][CH3:27])=[O:16])[C:5]2[CH:6]=[N:7][N:8]([CH:11]([CH3:12])[CH3:13])[C:9]=2[CH:10]=1. Procedure details: 6-chloro-1-(1-methylethyl)-1H-indazole-4-carboxylic acid (0.10 g, 0.419 mmol), 3-(aminomethyl)-6-methyl-4-propyl-2(1H)-pyridinone (0.109 g, 0.503 mmol), 1-hydroxy-7-azabenzotriazole (0.080 g, 0.587 mmol), and then EDC (0.112 g, 0.587 mmol) were added to DMSO (4.0 mL). N-methylmorpholine (0.184 mL, 1.676 mmol) was quickly added via syringe. The contents were stirred at RT overnight Additional HOAT and EDC were added, and the contents were stirred for another 6 h. The contents were slowly poured o... Starting materials: C1(=NC=CC2=CC=CC=C12)C(=O)N1[C@@H](CCCC1)C(=O)O ((S)-1-(isoquinoline-1-carbonyl)-2-piperidinecarboxylic acid), C(C)(C)(C)OC(CC(C(CF)O)N)=O (3-amino-5-fluoro-4-hydroxy-pentanoic acid tert-butyl ester), C=1C=CC2=C(C1)N=NN2O (HOBt), C(CCl)Cl (EDC). The reagents and catalysts are CN(C)C=1C=CN=CC1 (DMAP). Run in C1CCOC1 (THF). Conditions: temperature 0 celsius. Yields the product C(C)(C)(C)OC(CC(C(CF)O)NC(=O)C1N(CCCC1)C(=O)C1=NC=CC2=CC=CC=C12)=O (5-Fluoro-4-hydroxy-3-[1-(isoquinoline-1-carbonyl)-2-piperidinecarboxamido]-pentanoic acid tert-butyl ester). Yield: 91.6%. As a reaction SMILES: [C:1]1([C:11]([N:13]2[CH2:18][CH2:17][CH2:16][CH2:15][C@H:14]2[C:19](O)=[O:20])=[O:12])[C:10]2[C:5](=[CH:6][CH:7]=[CH:8][CH:9]=2)[CH:4]=[CH:3][N:2]=1.[C:22]([O:26][C:27](=[O:35])[CH2:28][CH:29]([NH2:34])[CH:30]([OH:33])[CH2:31][F:32])([CH3:25])([CH3:24])[CH3:23].C1C=CC2N(O)N=NC=2C=1.C(Cl)CCl>CN(C1C=CN=CC=1)C.C1COCC1>[C:22]([O:26][C:27](=[O:35])[CH2:28][CH:29]([NH:34][C:19]([CH:14]1[CH2:15][CH2:16][CH2:17][CH2:18][N:13]1[C:11]([C:1]1[C:10]2[C:5](=[CH:6][CH:7]=[CH:8][CH:9]=2)[CH:4]=[CH:3][N:2]=1)=[O:12])=[O:20])[CH:30]([OH:33])[CH2:31][F:32])([CH3:25])([CH3:23])[CH3:24]. Procedure: A stirred mixture of (S)-1-(isoquinoline-1-carbonyl)-2-piperidinecarboxylic acid (278 mg, 0.98 mmol), 3-amino-5-fluoro-4-hydroxy-pentanoic acid tert-butyl ester (213 mg, 1.03 mmol), HOBt (145 mg, 1.07 mmol), DMAP (137 mg, 1.12 mmol) and anhydrous THF (25 ml) was cooled to 0° C. then EDC (206 mg, 1.07 mmol) was added. The mixture was allowed to warm to room temperature during 16 hrs then concentrated under reduced pressure. The residue was purified by flash chromatography (5% methanol in DCM) to ... The reactants are [OH-].[Na+] (sodium hydroxide), C1(CC(CCC1)=O)=O (1,3-cyclohexanedione), C1(CCCC1)N (cyclopentylamine), C1(=CC=CC=C1)C (toluene). Yields the product C1(CCC1)NC1=CC(CC(C1)(C)C)=O (3-(1-cyclobutylamino)-5,5-dimethyl-2-cyclohexen-1-one), product. Reaction SMILES: [C:1]1(=O)CCCC(=O)C1.[CH:9]1([NH2:14])[CH2:13][CH2:12][CH2:11]C1.[OH-:15].[Na+].[C:17]1([CH3:23])[CH:22]=[CH:21][CH:20]=[CH:19][CH:18]=1>>[CH:9]1([NH:14][C:21]2[CH2:22][C:17]([CH3:1])([CH3:23])[CH2:18][C:19](=[O:15])[CH:20]=2)[CH2:11][CH2:12][CH2:13]1 |f:2.3|. Procedure details: To a toluene solution (30 ml) of 1,3-cyclohexanedione (1.40 g, 10.0 mmol), cyclopentylamine (782 mg, 11.0 mmol) and boron trifluoride diethyl ether complex (1.56 g, 11.0 mmol) were added at room temperature and the mixture was stirred under reflux for 14 hours. After concentrating the liquid reaction mixture under reduced pressure, a 5% aqueous sodium hydroxide solution was added. The liquid reaction mixture was extracted with ethyl acetate and concentrated under reduced pressure. The residue wa... Conditions: time 24 hour. Starting materials: C(C=C)(=O)O (acrylic acid), N1CCCC1 (pyrrolidine). As a reaction SMILES: [C:1]([OH:5])(=[O:4])[CH:2]=[CH2:3].[NH:6]1[CH2:10][CH2:9][CH2:8][CH2:7]1>CO>[N:6]1([CH2:3][CH2:2][C:1]([OH:5])=[O:4])[CH2:10][CH2:9][CH2:8][CH2:7]1. The solvent is CO (methanol). Yields the product N1(CCCC1)CCC(=O)O (β-(1-Pyrrolidinyl)-Propionic Acid). Procedure details: In 5 ml of absolute methanol were dissolved 500 mg of acrylic acid and 800 mg of pyrrolidine, and the resulting solution was subjected to reaction with stirring at room temperature for 24 hours. Starting materials: C[Si](C#CC1=CC(=CC=C1)C(F)(F)F)(C)C (trimethyl((3-(trifluoromethyl)phenyl)ethynyl)silane), C([O-])([O-])=O.[K+].[K+] (potassium carbonate). The solvent is C(C)O (ethanol). Conditions: time 18 hour. Product: C(#C)C1=CC(=CC=C1)C(F)(F)F (1-ethynyl-3-(trifluoromethyl)benzene). Isolated yield 142.7%. Reaction SMILES: C[Si](C)(C)[C:3]#[C:4][C:5]1[CH:10]=[CH:9][CH:8]=[C:7]([C:11]([F:14])([F:13])[F:12])[CH:6]=1.C(=O)([O-])[O-].[K+].[K+]>C(O)C>[C:4]([C:5]1[CH:10]=[CH:9][CH:8]=[C:7]([C:11]([F:12])([F:13])[F:14])[CH:6]=1)#[CH:3] |f:1.2.3|. Procedure: To a solution of trimethyl((3-(trifluoromethyl)phenyl)ethynyl)silane (0.500 g, 2.06 mmol) in ethanol (10 mL) was added potassium carbonate (0.253 g, 1.8 mmol) and the reaction mixture was stirred at RT for 18 h. The reaction mass was quenched in water, neutralized with dil. HCl and extracted with hexane and concentrated to afford 0.200 g of the crude product which was further purified by column chromatography using silica (60-120 mesh) eluting with pet. ether to afford 0.500 g of pure product. 1... Starting materials: C(C)OC(CCC1=CC(=CC=C1)O)=O (3-(3-hydroxy-phenyl)-propionic acid ethyl ester), S(=O)(=O)(Cl)Cl (sulfuryl chloride). Run in C(C)OCC (diethyl ether). Conditions: time 2.5 hour. Yields the product C(C)OC(CCC1=C(C=CC(=C1)O)Cl)=O (3-(2-Chloro-5-hydroxy-phenyl)-propionic acid ethyl ester), oil. The yield is 62.0%. As a reaction SMILES: [CH2:1]([O:3][C:4](=[O:14])[CH2:5][CH2:6][C:7]1[CH:12]=[CH:11][CH:10]=[C:9]([OH:13])[CH:8]=1)[CH3:2].S(Cl)([Cl:18])(=O)=O>C(OCC)C>[CH2:1]([O:3][C:4](=[O:14])[CH2:5][CH2:6][C:7]1[CH:8]=[C:9]([OH:13])[CH:10]=[CH:11][C:12]=1[Cl:18])[CH3:2]. Reported procedure: To a 0° C. solution of 3-(3-hydroxy-phenyl)-propionic acid ethyl ester (1.0 g, 5.15 mmol) in diethyl ether (50 ml) was added sulfuryl chloride (0.493 mL, 6.18 mmol). After 2.5 h at 0° C., the reaction was quenched with sat. sodium carbonate (50 ml). The aqueous layer was extracted with ethyl acetate. The organic portions were combined and dried with magnesium sulfate. The solvent was removed in vacuo to afford crude product, which was purified by column chromatography (10% ethyl acetate/hexanes)... Reactants: COB1OC(C(O1)(C)C)(C)C (2-methoxy-4,4,5,5-tetramethyl-1,3,2-dioxaborolane), [Cl-].[NH4+] (ammonium chloride), C(C1=CC=CC=C1)OCC(CN1N=CC(=C1)I)(F)F (1-(3-benzyloxy-2,2-difluoropropyl)-4-iodo-1H-pyrazole), C(C1=CC=CC=C1)OCC(CN1N=CC(=C1)I)(F)F (1-(3-benzyloxy-2,2-difluoropropyl)-4-iodo-1H-pyrazole), C(C)(C)[Mg]Cl (iPrMgCl). Run in C1CCOC1 (THF). Conditions: temperature -40 celsius, time 20 minute. The product is C(C1=CC=CC=C1)OCC(CN1N=CC(=C1)B1OC(C(O1)(C)C)(C)C)(F)F (1-(3-Benzyloxy-2,2-difluoropropyl)-4-(4,4,5,5-tetramethyl-1,3,2-dioxaborolan-2-yl)-1H-pyrazole). The yield is 736.5%. Reaction SMILES: [CH2:1]([O:8][CH2:9][C:10]([F:19])([F:18])[CH2:11][N:12]1[CH:16]=[C:15](I)[CH:14]=[N:13]1)[C:2]1[CH:7]=[CH:6][CH:5]=[CH:4][CH:3]=1.C([Mg]Cl)(C)C.CO[B:27]1[O:31][C:30]([CH3:33])([CH3:32])[C:29]([CH3:35])([CH3:34])[O:28]1.[Cl-].[NH4+]>C1COCC1>[CH2:1]([O:8][CH2:9][C:10]([F:19])([F:18])[CH2:11][N:12]1[CH:16]=[C:15]([B:27]2[O:31][C:30]([CH3:33])([CH3:32])[C:29]([CH3:35])([CH3:34])[O:28]2)[CH:14]=[N:13]1)[C:2]1[CH:7]=[CH:6][CH:5]=[CH:4][CH:3]=1 |f:3.4|. Reported procedure: A solution of 1-(3-benzyloxy-2,2-difluoropropyl)-4-iodo-1H-pyrazole (Compound 59F, 1.8 g, 4.7 mmol) in THF (40 mL) was cooled to −78° C., treated with iPrMgCl (4.75 mL, 9.5 mmol, 2M) and the temperature was raised to −40° C. After 20 min stirring at −40° C., reaction mixture was cooled to −78° C. and treated with 2-methoxy-4,4,5,5-tetramethyl-1,3,2-dioxaborolane (0.091 mL, 0.56 mmol). The reaction mixture was allowed to warm to RT, treated with sat. aq. ammonium chloride (20 mL) and extracted wi...